Dataset: the Open Reaction Database (ORD), a public repository of structured organic reaction records. Task: describe an organic reaction: reactants, conditions, products, and yield The reactants are [Li]CCCC, CN(C)CCc1cnccn1, CI, CC(C)NC(C)C, CC(C)[N-]C(C)C, [Li+], C1CCOC1. Yields the product CC(CN(C)C)c1cnccn1. As a reaction SMILES: [CH2:9]([Li:10])[CH2:11][CH2:12][CH3:13].[CH3:21][N:22]([CH2:23][CH2:24][c:25]1[n:26][cH:27][cH:28][n:29][cH:30]1)[CH3:31].[CH3:32][I:33].[CH:14]([NH:15][CH:16]([CH3:17])[CH3:18])([CH3:19])[CH3:20].[CH:1]([N-:2][CH:3]([CH3:4])[CH3:5])([CH3:6])[CH3:7].[Li+:8].[O:34]1[CH2:35][CH2:36][CH2:37][CH2:38]1>>[CH3:1][CH:24]([CH2:23][N:22]([CH3:21])[CH3:31])[c:25]1[n:26][cH:27][cH:28][n:29][cH:30]1. Starting materials: COC1=C(OC)C(=O)C(Cc2cccc(C(=O)N3CCOCC3)c2OC(C)=O)=C(C)C1=O, CO, [Na+], O, O=C([O-])O. Product: COC1=C(OC)C(=O)C(Cc2cccc(C(=O)N3CCOCC3)c2O)=C(C)C1=O. Reaction SMILES: [CH3:1][O:2][C:3]1=[C:8]([O:9][CH3:10])[C:7](=[O:11])[C:6]([CH2:12][c:13]2[c:14]([O:27][C:28](=[O:29])[CH3:30])[c:15]([C:16](=[O:17])[N:18]3[CH2:19][CH2:20][O:21][CH2:22][CH2:23]3)[cH:24][cH:25][cH:26]2)=[C:5]([CH3:31])[C:4]1=[O:32].[CH3:38][OH:39].[Na+:33].[OH2:40].[OH:34][C:35](=[O:36])[O-:37]>>[CH3:1][O:2][C:3]1=[C:8]([O:9][CH3:10])[C:7](=[O:11])[C:6]([CH2:12][c:13]2[c:14]([OH:27])[c:15]([C:16](=[O:17])[N:18]3[CH2:19][CH2:20][O:21][CH2:22][CH2:23]3)[cH:24][cH:25][cH:26]2)=[C:5]([CH3:31])[C:4]1=[O:32]. Starting materials: [BH4-].[Na+] (Sodium tetrahydroborate), FC(C=1N=C(SC1)C(=O)OCC)(F)F (ethyl 4-(trifluoromethyl)-1,3-thiazole-2-carboxylate). Run in CO (methanol). Conditions: time 2 hour. The product is FC(C=1N=C(SC1)CO)(F)F ([4-(trifluoromethyl)-1,3-thiazol-2-yl]methanol). Isolated yield 83.6%. As a reaction SMILES: [BH4-].[Na+].[F:3][C:4]([F:16])([F:15])[C:5]1[N:6]=[C:7]([C:10](OCC)=[O:11])[S:8][CH:9]=1>CO>[F:16][C:4]([F:3])([F:15])[C:5]1[N:6]=[C:7]([CH2:10][OH:11])[S:8][CH:9]=1 |f:0.1|. Reported procedure: Sodium tetrahydroborate (840 mg) was added to a solution of ethyl 4-(trifluoromethyl)-1,3-thiazole-2-carboxylate (2.5 g) in methanol (15 ml) at 0° C., and the mixture was stirred at the same temperature for 2 hr. The reaction mixture was concentrated under reduced pressure, and the residue was diluted with water and extracted with ethyl acetate. The organic layer was washed with saturated brine, dried over anhydrous magnesium sulfate, and concentrated under reduced pressure. The obtained residue... Product: C(C)(=O)OC=1C(=C2C(CC3(CCC3)OC2=CC1C(C)C)=O)C (7-isopropyl-5-methyl-4-oxospiro[chroman-2,1′-cyclobutane]-6-yl acetate). Conditions: time 16 hour. Yield: 39.0%. Procedure details: To a solution of 3-acetyl-4-hydroxy-6-isopropyl-2-methylphenyl acetate (8.5 g) and cyclobutanone (2.6 g) in toluene (150 mL) was added pyrrolidine (1.2 g). The solution was left at room temperature for 16 hours, refluxed for two hours, and then a Dean-Stark was used to remove the water. Work up and chromatography (silica gel, hexane-ethyl acetate 2% to 5%) gave 4 g of 7-isopropyl-5-methyl-4-oxospiro[chroman-2,1′-cyclobutane]-6-yl acetate. Solvent: C1(=CC=CC=C1)C (toluene). Reactants: C(C)(=O)OC1=C(C(=C(C=C1C(C)C)O)C(C)=O)C (3-acetyl-4-hydroxy-6-isopropyl-2-methylphenyl acetate), C1(CCC1)=O (cyclobutanone), N1CCCC1 (pyrrolidine). Reaction SMILES: [C:1]([O:4][C:5]1[C:10]([CH:11]([CH3:13])[CH3:12])=[CH:9][C:8]([OH:14])=[C:7]([C:15](=[O:17])[CH3:16])[C:6]=1[CH3:18])(=[O:3])[CH3:2].[C:19]1(=O)[CH2:22][CH2:21][CH2:20]1.N1CCCC1>C1(C)C=CC=CC=1>[C:1]([O:4][C:5]1[C:6]([CH3:18])=[C:7]2[C:8](=[CH:9][C:10]=1[CH:11]([CH3:13])[CH3:12])[O:14][C:19]1([CH2:22][CH2:21][CH2:20]1)[CH2:16][C:15]2=[O:17])(=[O:3])[CH3:2]. Reactants: O (water), CC1=NN=C2N1N=C(C=C2)C=2C=C(C=CC2)NC(=O)C2CCC2 (N-[3-(3-methyl-1,2,4-triazolo[4,3-b]pyridazin-6-yl)phenyl]cyclobutanecarboxamide), [H-].[Na+] (sodium hydride), C(C)I (ethyl iodide). Solvent: CN(C=O)C (dimethylformamide). Reaction conditions: time 1 hour. Yields the product C(C)N(C(=O)C1CCC1)C1=CC(=CC=C1)C=1C=CC=2N(N1)C(=NN2)C (N-Ethyl-N-[3-(3-methyl-1,2,4-triazolo[4,3-b]pyridazin-6-yl)phenyl]cyclobutanecarboxamide). Reaction SMILES: [CH3:1][C:2]1[N:6]2[N:7]=[C:8]([C:11]3[CH:12]=[C:13]([NH:17][C:18]([CH:20]4[CH2:23][CH2:22][CH2:21]4)=[O:19])[CH:14]=[CH:15][CH:16]=3)[CH:9]=[CH:10][C:5]2=[N:4][N:3]=1.[H-].[Na+].[CH2:26](I)[CH3:27].O>CN(C)C=O>[CH2:26]([N:17]([C:13]1[CH:14]=[CH:15][CH:16]=[C:11]([C:8]2[CH:9]=[CH:10][C:5]3[N:6]([C:2]([CH3:1])=[N:3][N:4]=3)[N:7]=2)[CH:12]=1)[C:18]([CH:20]1[CH2:23][CH2:22][CH2:21]1)=[O:19])[CH3:27] |f:1.2|. Procedure details: A mixture of 2.0 g of N-[3-(3-methyl-1,2,4-triazolo[4,3-b]pyridazin-6-yl)phenyl]cyclobutanecarboxamide and 0.36 g of sodium hydride (50% in oil) in 200 ml of dry dimethylformamide, under argon, was stirred for 1 hour, then 0.6 ml of ethyl iodide was added. This mixture was stirred overnight, then poured into 200 ml of water and extracted with dichloromethane. The extracts were combined, dried and evaporated in vacuo. The residue was chromatographed on a silica gel column, eluting with dichlorome... Reaction SMILES: CS(O[CH2:6][CH2:7][C@H:8]([NH:15][C:16]([C@H:18]1[N:22]([S:23]([C:26]2[CH:31]=[CH:30][C:29]([C:32]3[CH:37]=[CH:36][CH:35]=[CH:34][CH:33]=3)=[CH:28][CH:27]=2)(=[O:25])=[O:24])[CH2:21][CH2:20][S:19]1)=[O:17])[C:9]1[CH:14]=[CH:13][CH:12]=[CH:11][CH:10]=1)(=O)=O.[CH3:38][NH:39][CH3:40]>>[C:29]1([C:32]2[CH:33]=[CH:34][CH:35]=[CH:36][CH:37]=2)[CH:30]=[CH:31][C:26]([S:23]([N:22]2[CH2:21][CH2:20][S:19][CH:18]2[C:16]([NH:15][CH:8]([C:9]2[CH:14]=[CH:13][CH:12]=[CH:11][CH:10]=2)[CH2:7][CH2:6][N:39]([CH3:40])[CH3:38])=[O:17])(=[O:25])=[O:24])=[CH:27][CH:28]=1. Procedure details: Following the general method A as outlined in Example 16, starting from 3-({[3-([1,1′-biphenyl]-4-ylsulfonyl)-1,3-thiazolidin-2-yl]carbonyl}amino)-3-phenylpropyl methanesulfonate (Intermediate 9) and N,N-dimethylamine, the title compound was obtained in 99.6% purity by HPLC. Reactants: CS(=O)(=O)OCC[C@@H](C1=CC=CC=C1)NC(=O)[C@@H]1SCCN1S(=O)(=O)C1=CC=C(C=C1)C1=CC=CC=C1 ((3S)-3-({[(2S)-3-([1,1′-biphenyl]-4-ylsulfonyl)-1,3-thiazolidin-2-yl]carbonyl}amino)-3-phenylpropyl methanesulfonate), CS(=O)(=O)OCC[C@@H](C1=CC=CC=C1)NC(=O)[C@@H]1SCCN1S(=O)(=O)C1=CC=C(C=C1)C1=CC=CC=C1 ((3S)-3-({[(2S)-3-([1,1′-biphenyl]-4-ylsulfonyl)-1,3-thiazolidin-2-yl]carbonyl}amino)-3-phenylpropyl methanesulfonate), CNC (N,N-dimethylamine). Yields the product C1(=CC=C(C=C1)S(=O)(=O)N1C(SCC1)C(=O)NC(CCN(C)C)C1=CC=CC=C1)C1=CC=CC=C1 (3-([1,1′-biphenyl]-4-ylsulfonyl)-N-[3-(dimethylamino)-1-phenylpropyl]-1,3-thiazolidine-2-carboxamide). Product: O=C(OCc1ccccc1)c1ccc(N2CCOCC2)cc1. The reactants are O=C([O-])[O-], C1COCCN1, CS(C)=O, O=C(OCc1ccccc1)c1ccc(F)cc1, [K+], [K+]. Reaction SMILES: [C:24](=[O:25])([O-:26])[O-:27].[CH2:1]1[CH2:2][O:3][CH2:4][CH2:5][NH:6]1.[CH3:30][S:31]([CH3:32])=[O:33].[F:7][c:8]1[cH:9][cH:10][c:11]([C:12](=[O:13])[O:14][CH2:15][c:16]2[cH:17][cH:18][cH:19][cH:20][cH:21]2)[cH:22][cH:23]1.[K+:28].[K+:29]>>[CH2:1]1[CH2:2][O:3][CH2:4][CH2:5][N:6]1[c:8]1[cH:9][cH:10][c:11]([C:12](=[O:13])[O:14][CH2:15][c:16]2[cH:17][cH:18][cH:19][cH:20][cH:21]2)[cH:22][cH:23]1.